This data is from the Open Reaction Database (ORD), a public repository of structured organic reaction records. The task is: describe an organic reaction: reactants, conditions, products, and yield Reactants: ClC1=CC=C(N=N1)N1CCC(CC1)(O)COC1=CC=C(C(=O)OCC)C=C1 (ethyl 4-[[1-(6-chloro-3-pyridazinyl)-4-hydroxy-4-piperidinyl]methoxy]benzoate), S(=O)(Cl)Cl (thionyl chloride). Run in C(C)(=O)OCC (ethyl acetate). Conditions: time 8 hour. The product is ClC1=CC=C(N=N1)N1CCC(=CC1)COC1=CC=C(C(=O)OCC)C=C1 (ethyl 4-[[1-(6-chloro-3-pyridazinyl)-1,2,3,6-tetrahydro-4-pyridinyl]methoxy]benzoate). Yield: 26.7%. RXN SMILES: [Cl:1][C:2]1[N:7]=[N:6][C:5]([N:8]2[CH2:13][CH2:12][C:11]([CH2:15][O:16][C:17]3[CH:27]=[CH:26][C:20]([C:21]([O:23][CH2:24][CH3:25])=[O:22])=[CH:19][CH:18]=3)(O)[CH2:10][CH2:9]2)=[CH:4][CH:3]=1.S(Cl)(Cl)=O>C(OCC)(=O)C>[Cl:1][C:2]1[N:7]=[N:6][C:5]([N:8]2[CH2:9][CH:10]=[C:11]([CH2:15][O:16][C:17]3[CH:18]=[CH:19][C:20]([C:21]([O:23][CH2:24][CH3:25])=[O:22])=[CH:26][CH:27]=3)[CH2:12][CH2:13]2)=[CH:4][CH:3]=1. Procedure details: To a stirred mixture of 7 parts of ethyl 4-[[1-(6-chloro-3-pyridazinyl)-4-hydroxy-4-piperidinyl]methoxy]benzoate and 150 parts of ethyl acetate were added dropwise 8.4 parts of thionyl chloride. Upon complete addition, stirring was continued first overnight at room temperature and then for 1 hour at 65° C. The reaction mixture was evaporated and the residue was taken up in water. The whole was treated with concentrated ammonium hydroxide and the product was extracted with dichloromethane. The ex... Starting materials: CC1=NC=C(C=C1C)C (2,3,5-trimethyl-pyridine), ClC1=CC(=CC=C1)C(=O)OO (m-chloroperbenzoic acid), [OH-].[Na+] (sodium hydroxide). Run in ClCCl (dichloromethane). Conditions: temperature 0 celsius, time 1.5 hour. Product: CC=1C(=NC=C(C1)C)C=O (3,5-dimethyl-pyridine-2-carboxaldehyde). Isolated yield 79.2%. Reaction SMILES: [CH3:1][C:2]1[C:7]([CH3:8])=[CH:6][C:5]([CH3:9])=[CH:4][N:3]=1.ClC1C=CC=C(C(OO)=[O:18])C=1.[OH-].[Na+]>ClCCl>[CH3:8][C:7]1[C:2]([CH:1]=[O:18])=[N:3][CH:4]=[C:5]([CH3:9])[CH:6]=1 |f:2.3|. Procedure: In dichloromethane (15.0 ml), 2,3,5-trimethyl-pyridine (manufactured by Tokyo Kasei Kogyo Co., Ltd.) (1.29 g) was dissolved. After having been cooled to 0° C., the reaction solution was added with m-chloroperbenzoic acid (2.53 g), followed by stirring at room temperature for 1.5 hours. The reaction solution was added with a 1 mol/l sodium hydroxide aqueous solution and then subjected to extraction with chloroform. Subsequently, the organic layer was washed with a saturated saline solution and dr... The reactants are NCC(C1=CNC2=CC=C(C=C12)N1CCOCC1)C=1C(=C(C=CC1)NC(OCC1=CC=CC=C1)=O)C (benzyl 3-(2-amino-1-(5-morpholino-1H-indol-3-yl)ethyl)-2-methylphenylcarbamate), O=CC(=O)OCC (ethyl 2-oxoacetate), C1(=CC=CC=C1)C (toluene), Cl.O1CCOCC1 (hydrochloric acid 1,4-dioxane), O=CC(=O)OCC (ethyl 2-oxoacetate). The reagents and catalysts are [Pd] (Pd/C). Solvent: O1CCOCC1 (1,4-dioxane), O1CCOCC1 (dioxane), CC=1C=CC(=CC1)C (p-xylene). Conditions: temperature 40 celsius, time 8 hour. Product: C(C1=CC=CC=C1)OC(=O)NC=1C(=C(C=CC1)C1=CN=C(C=2NC3=CC=C(C=C3C21)N2CCOCC2)C(=O)OCC)C (Ethyl 4-(3-(benzyloxycarbonylamino)-2-methylphenyl)-6-morpholino-9H-pyrido[3,4-b]indole-1-carboxylate). Isolated yield 18.8%. Reaction SMILES: [NH2:1][CH2:2][CH:3]([C:19]1[C:20]([CH3:36])=[C:21]([NH:25][C:26](=[O:35])[O:27][CH2:28][C:29]2[CH:34]=[CH:33][CH:32]=[CH:31][CH:30]=2)[CH:22]=[CH:23][CH:24]=1)[C:4]1[C:12]2[C:7](=[CH:8][CH:9]=[C:10]([N:13]3[CH2:18][CH2:17][O:16][CH2:15][CH2:14]3)[CH:11]=2)[NH:6][CH:5]=1.O=[CH:38][C:39]([O:41][CH2:42][CH3:43])=[O:40].C1(C)C=CC=CC=1.Cl.O1CCOCC1>O1CCOCC1.CC1C=CC(C)=CC=1.[Pd]>[CH2:28]([O:27][C:26]([NH:25][C:21]1[C:20]([CH3:36])=[C:19]([C:3]2[C:4]3[C:12]4[C:7](=[CH:8][CH:9]=[C:10]([N:13]5[CH2:14][CH2:15][O:16][CH2:17][CH2:18]5)[CH:11]=4)[NH:6][C:5]=3[C:38]([C:39]([O:41][CH2:42][CH3:43])=[O:40])=[N:1][CH:2]=2)[CH:24]=[CH:23][CH:22]=1)=[O:35])[C:29]1[CH:30]=[CH:31][CH:32]=[CH:33][CH:34]=1 |f:3.4|. Procedure: To a solution of benzyl 3-(2-amino-1-(5-morpholino-1H-indol-3-yl)ethyl)-2-methylphenylcarbamate (0.713 g, 1.471 mmol) and 50% ethyl 2-oxoacetate (0.583 mL, 2.94 mmol)/toluene in 1,4-dioxane (61.3 mL) was added 4 N hydrochloric acid/1,4-dioxane (0.736 mL, 2.94 mmol)/dioxane under nitrogen. After stirring overnight, more 50% ethyl 2-oxoacetate (0.583 mL, 2.94 mmol) was added. After 2 hr, the reaction was heated to 40° C. After another 2 hr, the reaction was cooled to room temperature, concentrated... Starting materials: CC(=O)Nc1cccc(NC(C(=O)O)c2ccccc2)c1, C1CCOC1, Cl, OC1CN2CCC1CC2, On1nnc2ccccc21. The product is CC(=O)Nc1cccc(NC(C(=O)OC2CN3CCC2CC3)c2ccccc2)c1. As a reaction SMILES: [C:2]([CH3:3])(=[O:4])[NH:5][c:6]1[cH:7][c:8]([NH:12][CH:13]([C:14](=[O:15])[OH:16])[c:17]2[cH:18][cH:19][cH:20][cH:21][cH:22]2)[cH:9][cH:10][cH:11]1.[CH2:42]1[O:43][CH2:44][CH2:45][CH2:46]1.[ClH:1].[N:33]12[CH2:34][CH:35]([OH:41])[CH:36]([CH2:37][CH2:38]1)[CH2:39][CH2:40]2.[OH:23][n:24]1[c:25]2[c:26]([cH:27][cH:28][cH:29][cH:30]2)[n:31][n:32]1>>[C:2]([CH3:3])(=[O:4])[NH:5][c:6]1[cH:7][c:8]([NH:12][CH:13]([C:14]([O:15][CH:35]2[CH2:34][N:33]3[CH2:38][CH2:37][CH:36]2[CH2:39][CH2:40]3)=[O:16])[c:17]2[cH:18][cH:19][cH:20][cH:21][cH:22]2)[cH:9][cH:10][cH:11]1. Reactants: O=C(c1ccc(-c2cc(Cl)c(CBr)c(Cl)c2)cc1)N1CCC(C(F)(F)F)CC1, C1CCOC1, C[Si](C)(C)[N-][Si](C)(C)C, CCOC(C)=O, CCN(C)C, [Li+], O=C1CCC(CO)O1. Yields the product O=C1OC(CO)CC1Cc1c(Cl)cc(-c2ccc(C(=O)N3CCC(C(F)(F)F)CC3)cc2)cc1Cl. RXN SMILES: [Br:24][CH2:25][c:26]1[c:27]([Cl:51])[cH:28][c:29](-[c:33]2[cH:34][cH:35][c:36]([C:39](=[O:40])[N:41]3[CH2:42][CH2:43][CH:44]([C:47]([F:48])([F:49])[F:50])[CH2:45][CH2:46]3)[cH:37][cH:38]2)[cH:30][c:31]1[Cl:32].[CH2:52]1[O:53][CH2:54][CH2:55][CH2:56]1.[CH3:15][Si:16]([N-:17][Si:18]([CH3:19])([CH3:20])[CH3:21])([CH3:22])[CH3:23].[CH3:57][CH2:58][O:59][C:60]([CH3:61])=[O:62].[CH3:9][N:10]([CH3:11])[CH2:12][CH3:13].[Li+:14].[OH:1][CH2:2][CH:3]1[CH2:4][CH2:5][C:6](=[O:8])[O:7]1>>[OH:1][CH2:2][CH:3]1[CH2:4][CH:5]([CH2:25][c:26]2[c:27]([Cl:51])[cH:28][c:29](-[c:33]3[cH:34][cH:35][c:36]([C:39](=[O:40])[N:41]4[CH2:42][CH2:43][CH:44]([C:47]([F:48])([F:49])[F:50])[CH2:45][CH2:46]4)[cH:37][cH:38]3)[cH:30][c:31]2[Cl:32])[C:6](=[O:8])[O:7]1.